Task: describe an organic reaction: reactants, conditions, products, and yield. Dataset: the Open Reaction Database (ORD), a public repository of structured organic reaction records Reactants: ClC=1C=C(C=CC1)C1C(=C(NC(=C1[N+](=O)[O-])C)C)C(=O)O (4-(3-chlorophenyl)-1,4-dihydro-2,6-dimethyl-5-nitropyridine-3-carboxylic acid), C(=O)(N1C=NC=C1)N1C=NC=C1 (carbonyldiimidazole), O=C1CCC(=NN1)C1=CC=C(CO)C=C1 (4-(6-oxo-1,4,5,6-tetrahydropyridazin-3-yl)benzyl alcohol), C[O-].[Na+] (sodium methylate). The solvent is O1CCCC1 (tetrahydrofuran), O1CCCC1 (tetrahydrofuran). Reaction conditions: time 30 minute. Yields the product ClC=1C=C(C=CC1)C1C(=C(NC(=C1[N+](=O)[O-])C)C)C(=O)OCC1=CC=C(C=C1)C1=NNC(CC1)=O (4-(6-Oxo-1,4,5,6-tetrahydropyridazin-3-yl)benzyl 4-(3-chlorophenyl)-1,4-dihydro-2,6-dimethyl-5-nitropyridine-3-carboxylate). Reaction SMILES: [Cl:1][C:2]1[CH:3]=[C:4]([CH:8]2[C:13]([N+:14]([O-:16])=[O:15])=[C:12]([CH3:17])[NH:11][C:10]([CH3:18])=[C:9]2[C:19]([OH:21])=[O:20])[CH:5]=[CH:6][CH:7]=1.C(N1C=CN=C1)(N1C=CN=C1)=O.[O:34]=[C:35]1[NH:40][N:39]=[C:38]([C:41]2[CH:48]=[CH:47][C:44]([CH2:45]O)=[CH:43][CH:42]=2)[CH2:37][CH2:36]1.C[O-].[Na+]>O1CCCC1>[Cl:1][C:2]1[CH:3]=[C:4]([CH:8]2[C:13]([N+:14]([O-:16])=[O:15])=[C:12]([CH3:17])[NH:11][C:10]([CH3:18])=[C:9]2[C:19]([O:21][CH2:45][C:44]2[CH:43]=[CH:42][C:41]([C:38]3[CH2:37][CH2:36][C:35](=[O:34])[NH:40][N:39]=3)=[CH:48][CH:47]=2)=[O:20])[CH:5]=[CH:6][CH:7]=1 |f:3.4|. Procedure: 10 mmol of 4-(3-chlorophenyl)-1,4-dihydro-2,6-dimethyl-5-nitropyridine-3-carboxylic acid are suspended in 40 ml of absolute tetrahydrofuran and treated with 12.5 mmol of carbonyldiimidazole. The suspension is then stirred for 30 minutes at room temperature and for 30 minutes at reflux temperature. A solution of 11 mmol of 4-(6-oxo-1,4,5,6-tetrahydropyridazin-3-yl)benzyl alcohol and 10 mg of sodium methylate in 10 ml of tetrahydrofuran is then added, and the mixture is heated to reflux for 3.5 ho...